This data is from the Open Reaction Database (ORD), a public repository of structured organic reaction records. The task is: describe an organic reaction: reactants, conditions, products, and yield The reactants are CC1=NC=C(N=C1)C(=O)O (2-methylpyrazine-5-carboxylic acid), ClC(C(OC(C)(C)C)=N)(Cl)Cl (tert-butyl 2,2,2-trichloroacetimidate), [Cl-].[Na+] (sodium chloride), C(C)(=O)OCC (ethyl acetate). Run in O1CCCC1 (tetrahydrofuran). Conditions: time 2 hour. Yields the product CC=1N=CC(=NC1)C(=O)OC(C)(C)C (t-butyl 5-methylpyrazine-2-carboxylate). Isolated yield 99.6%. Reaction SMILES: [CH3:1][C:2]1[CH:7]=[N:6][C:5]([C:8]([OH:10])=[O:9])=[CH:4][N:3]=1.ClC(Cl)(Cl)C(=N)O[C:15]([CH3:18])([CH3:17])[CH3:16].[Cl-].[Na+].C(OCC)(=O)C>O1CCCC1>[CH3:1][C:2]1[N:3]=[CH:4][C:5]([C:8]([O:10][C:15]([CH3:18])([CH3:17])[CH3:16])=[O:9])=[N:6][CH:7]=1 |f:2.3|. Procedure details: A boron trifluoride-diethyl ether complex (91.7 IL) was added dropwise to a suspension of 2-methylpyrazine-5-carboxylic acid (1 g) and tert-butyl 2,2,2-trichloroacetimidate (4.75 g) in tetrahydrofuran (20 mL) under ice-cooling. The reaction solution was heated to room temperature and stirred for two hours. A saturated sodium chloride solution and ethyl acetate were added to the reaction solution, and the organic layer was separated. The organic layer was dried over anhydrous magnesium sulfate, a...